Dataset: the Open Reaction Database (ORD), a public repository of structured organic reaction records. Task: describe an organic reaction: reactants, conditions, products, and yield Starting materials: COc1cccc(C2(O)CCC3(CC2CN(C)C)OCCO3)c1, Cl, [Na+], C1CCOC1, [OH-]. The product is COc1cccc(C2(O)CCC(=O)CC2CN(C)C)c1. Reaction SMILES: [CH3:1][N:2]([CH3:3])[CH2:4][CH:5]1[CH2:6][C:7]2([O:8][CH2:11][CH2:10][O:9]2)[CH2:12][CH2:13][C:14]1([OH:15])[c:16]1[cH:17][c:18]([O:22][CH3:23])[cH:19][cH:20][cH:21]1.[ClH:24].[Na+:26].[O:27]1[CH2:28][CH2:29][CH2:30][CH2:31]1.[OH-:25]>>[CH3:1][N:2]([CH3:3])[CH2:4][CH:5]1[CH2:6][C:7](=[O:8])[CH2:12][CH2:13][C:14]1([OH:15])[c:16]1[cH:17][c:18]([O:22][CH3:23])[cH:19][cH:20][cH:21]1.